This data is from the Open Reaction Database (ORD), a public repository of structured organic reaction records. The task is: describe an organic reaction: reactants, conditions, products, and yield The reactants are NC=1C=C2C(=CNC2=CC1)C1CCN(CC1)C (5-amino-3-(1-methylpiperidin-4-yl)-1H-indole), C(C1=CC=CC=C1)(=O)C1=CC=C(C(=O)O)C=C1 (4-(benzoyl)benzoic acid). Yields the product C(C1=CC=CC=C1)(=O)C1=CC=C(C(=O)NC=2C=C3C(=CNC3=CC2)C2CCN(CC2)C)C=C1 (5-(4-(benzoyl)benzoyl)amino-3-(1-methylpiperidin-4-yl)-1H-indole). Isolated yield 74.8%. RXN SMILES: [NH2:1][C:2]1[CH:3]=[C:4]2[C:8](=[CH:9][CH:10]=1)[NH:7][CH:6]=[C:5]2[CH:11]1[CH2:16][CH2:15][N:14]([CH3:17])[CH2:13][CH2:12]1.[C:18]([C:26]1[CH:34]=[CH:33][C:29]([C:30](O)=[O:31])=[CH:28][CH:27]=1)(=[O:25])[C:19]1[CH:24]=[CH:23][CH:22]=[CH:21][CH:20]=1>>[C:18]([C:26]1[CH:27]=[CH:28][C:29]([C:30]([NH:1][C:2]2[CH:3]=[C:4]3[C:8](=[CH:9][CH:10]=2)[NH:7][CH:6]=[C:5]3[CH:11]2[CH2:16][CH2:15][N:14]([CH3:17])[CH2:13][CH2:12]2)=[O:31])=[CH:33][CH:34]=1)(=[O:25])[C:19]1[CH:20]=[CH:21][CH:22]=[CH:23][CH:24]=1. Procedure details: Beginning with 10.0 mg (0.044 mMol) 5-amino-3-(1-methylpiperidin-4-yl)-1H-indole and 30.0 mg (0.131 mMol) 4-(benzoyl)benzoic acid, 14.4 mg (75%) of the title compound were recovered. Reactants: C[C@H]1NC(O[C@H]1C1=CC=CC=C1)=O ((4R,5S)-4-methyl-5-phenyl-oxazolidine-2-one), C(CCC)[Li] (n-butyl-lithium), hexanes, C(CCC1=CC=CC=C1)(=O)Cl (hydrocinnamoyl chloride), [NH4+].[Cl-] (NH4Cl). The solvent is C1CCOC1 (THF). Conditions: temperature -78 celsius, time 20 minute. Yields the product C[C@H]1N(C(O[C@H]1C1=CC=CC=C1)=O)C(CCC1=CC=CC=C1)=O ((4R,5S)-4-methyl-5-phenyl-3-(3-phenyl-propionyl)oxazolidine-2-one). Reaction SMILES: [CH3:1][C@@H:2]1[C@H:6]([C:7]2[CH:12]=[CH:11][CH:10]=[CH:9][CH:8]=2)[O:5][C:4](=[O:13])[NH:3]1.C([Li])CCC.[C:19](Cl)(=[O:28])[CH2:20][CH2:21][C:22]1[CH:27]=[CH:26][CH:25]=[CH:24][CH:23]=1.[NH4+].[Cl-]>C1COCC1>[CH3:1][C@@H:2]1[C@H:6]([C:7]2[CH:12]=[CH:11][CH:10]=[CH:9][CH:8]=2)[O:5][C:4](=[O:13])[N:3]1[C:19](=[O:28])[CH2:20][CH2:21][C:22]1[CH:27]=[CH:26][CH:25]=[CH:24][CH:23]=1 |f:3.4|. Procedure: A mechanically stirred solution of the resultant compound from Example 64 (10 g, 56.4 mmol) in dry THF (200 ml) under an atmosphere of nitrogen was treated with n-butyl-lithium in hexanes (1.05 equiv, 22.6 ml, 56.4 mmol, 2.5M) at -78° C. After stirring for an additional 20 min at -78° C., hydrocinnamoyl chloride (9.4 ml, 62 mmol, 1.1 equiv) was added and the reaction was allowed to warm to room temperature with stirring over 2 h. The clear reaction mixture was poured into 100 ml of saturated NH4... The reactants are O.NN (hydrazine hydrate), C1(C=2C(C(N1CC1=CC=CC(=N1)C#N)=O)=CC=CC2)=O (6-phthalimidomethyl-2-pyridinecarbonitrile), Cl (hydrochloric acid). Solvent: CO (methanol), CO (methanol), O1CCCC1 (tetrahydrofuran). Product: Cl.NCC1=CC=CC(=N1)C#N (6-aminomethyl-2-pyridinecarbonitrile hydrochloride). As a reaction SMILES: O.NN.C1(=O)[N:8]([CH2:9][C:10]2[N:15]=[C:14]([C:16]#[N:17])[CH:13]=[CH:12][CH:11]=2)C(=O)C2=CC=CC=C12.[ClH:24]>CO.O1CCCC1>[ClH:24].[NH2:8][CH2:9][C:10]1[N:15]=[C:14]([C:16]#[N:17])[CH:13]=[CH:12][CH:11]=1 |f:0.1,6.7|. Procedure: A solution of hydrazine hydrate (0.77 g) in methanol (5 ml) was added dropwise to a suspension of 6-phthalimidomethyl-2-pyridinecarbonitrile (3.74 g) in a mixture of methanol (10 ml) and tetrahydrofuran (15 ml) at ambient temperature with stirring. After the mixture was stirred for two hours, diluted hydrochloric acid (prepared by concentrated hydrochloric acid (1.38 ml) and water (6.91 ml)) was dropped to the mixture. After stirring for three hours, the solvent was evaporated in vacuo. The resi... Starting materials: [Br-], COC(=O)COc1ccc(SCc2ccc(OCc3ccc(OC)cc3)cc2)c2c1CCC2, [K+]. Product: COc1ccc(COc2ccc(CSc3ccc(OCC(=O)O)c4c3CCC4)cc2)cc1. RXN SMILES: [Br-:34].[CH3:1][O:2][C:3]([CH2:4][O:5][c:6]1[c:7]2[c:11]([c:12]([S:15][CH2:16][c:17]3[cH:18][cH:19][c:20]([O:23][CH2:24][c:25]4[cH:26][cH:27][c:28]([O:31][CH3:32])[cH:29][cH:30]4)[cH:21][cH:22]3)[cH:13][cH:14]1)[CH2:10][CH2:9][CH2:8]2)=[O:33].[K+:35]>>[O:2]=[C:3]([CH2:4][O:5][c:6]1[c:7]2[c:11]([c:12]([S:15][CH2:16][c:17]3[cH:18][cH:19][c:20]([O:23][CH2:24][c:25]4[cH:26][cH:27][c:28]([O:31][CH3:32])[cH:29][cH:30]4)[cH:21][cH:22]3)[cH:13][cH:14]1)[CH2:10][CH2:9][CH2:8]2)[OH:33]. Starting materials: N(C(=O)C)C1=CC2=CC=C(C=C2C=C1)S(=O)(=O)O (2-acetaminonaphthalene-6-sulfonic acid), OC1=C(C2=CC=CC=C2C=C1)S(=O)(=O)O (2-hydroxynaphthalenesulfonic acid), OC1=CC2=CC=CC=C2C=C1 (2-hydroxynaphthalene), sulfonic acid. The product is N (ammonia), S(=O)(O)[O-].[NH4+] (ammonium hydrogensulfite), NC1=CC2=CC=C(C=C2C=C1)S(=O)(=O)O (2-aminonaphthalene-6-sulfonic acid), N(C(=O)C)C1=CC2=CC=C(C=C2C=C1)S(=O)(=O)O (2-acetaminonaphthalene-6-sulfonic acid). RXN SMILES: [NH:1]([C:5]1[CH:14]=[CH:13][C:12]2[C:7](=[CH:8][CH:9]=[C:10]([S:15]([OH:18])(=[O:17])=[O:16])[CH:11]=2)[CH:6]=1)[C:2]([CH3:4])=[O:3].OC1C=CC2C(=CC=CC=2)C=1.OC1C=CC2C(=CC=CC=2)C=1S(O)(=O)=O>>[NH3:1].[S:15]([O-:18])([OH:17])=[O:16].[NH4+:1].[NH2:1][C:5]1[CH:14]=[CH:13][C:12]2[C:7](=[CH:8][CH:9]=[C:10]([S:15]([OH:18])(=[O:16])=[O:17])[CH:11]=2)[CH:6]=1.[NH:1]([C:5]1[CH:14]=[CH:13][C:12]2[C:7](=[CH:8][CH:9]=[C:10]([S:15]([OH:18])(=[O:16])=[O:17])[CH:11]=2)[CH:6]=1)[C:2]([CH3:4])=[O:3] |f:4.5|. Procedure: In a single-vessel process for preparing 2-acetaminonaphthalene-6-sulfonic acid of high purity by sulfonating 2-hydroxynaphthalene with concentrated sulfonic acid, converting the 2-hydroxynaphthalenesulfonic acid formed thereby with ammonia in the presence of ammonium hydrogensulfite into 2-aminonaphthalene-6-sulfonic acid (Bucherer reaction) and N-acetylating the said 2-aminonaphthalene-6-sulfonic acid to give 2-acetaminonaphthalene-6-sulfonic acid, the improvement which comprises: Reactants: Cl.O1C(CCCC1)N1C=NC2=C1C=CC(=C2)[C@H](C)N ((1S)-1-(1-(tetrahydro-2H-pyran-2-yl)-1H-benzo[d]imidazol-5-yl)ethanamine hydrochloride), ClC1=NC=CC(=N1)NC1=CC(=NN1)C1CC1 (2-Chloro-N-(3-cyclopropyl-1H-pyrazol-5-yl)pyrimidin-4-amine), CCCCO (n-BuOH), CCN(C(C)C)C(C)C (DIPEA). Run in CO (MeOH), O (Water), CCOC(=O)C (EtOAc). Reaction conditions: temperature 140 celsius. Yields the product N1C=NC2=C1C=CC(=C2)[C@H](C)NC2=NC=CC(=N2)NC2=NNC(=C2)C2CC2 (N2-[(1S)-1-(1H-Benzimidazol-5-yl)ethyl]-N4-(5-cyclopropyl-1H-pyrazol-3-yl)pyrimidine-2,4-diamine). As a reaction SMILES: Cl.O1CCCCC1[N:8]1[C:12]2[CH:13]=[CH:14][C:15]([C@@H:17]([NH2:19])[CH3:18])=[CH:16][C:11]=2[N:10]=[CH:9]1.Cl[C:21]1[N:26]=[C:25]([NH:27][C:28]2[NH:32][N:31]=[C:30]([CH:33]3[CH2:35][CH2:34]3)[CH:29]=2)[CH:24]=[CH:23][N:22]=1.CCCCO.CCN(C(C)C)C(C)C>CCOC(C)=O.CO.O>[NH:8]1[C:12]2[CH:13]=[CH:14][C:15]([C@@H:17]([NH:19][C:21]3[N:26]=[C:25]([NH:27][C:28]4[CH:29]=[C:30]([CH:33]5[CH2:35][CH2:34]5)[NH:31][N:32]=4)[CH:24]=[CH:23][N:22]=3)[CH3:18])=[CH:16][C:11]=2[N:10]=[CH:9]1 |f:0.1|. Procedure details: A 5 mL microwave tube was charged with 126 (208.2 mg, 0.85 mmol), 53 (100 mg, 0.42 mmol) and n-BuOH (1.2 mL) then DIPEA (0.371 mL) was added, the tube sealed and heated to 140° C. for 18 h in an oil bath. The reaction cooled and diluted with EtOAc (50 mL). Water (25 mL) and some MeOH (1 mL) were added and the phases were separated. The organic layer was washed with brine (25 mL), dried (Na2SO4), filtered and concentrated. The residue was purified by HPLC and SFC to afford 34.4 mg (22%) of I-5 as...